This data is from the Open Reaction Database (ORD), a public repository of structured organic reaction records. The task is: describe an organic reaction: reactants, conditions, products, and yield Starting materials: C1(CCCCC1)[SiH](Cl)Cl (cyclohexyldichlorosilane), C=CCCCC (1-hexene). Reagents/catalysts: [H+].[H+].Cl[Pt-2](Cl)(Cl)(Cl)(Cl)Cl (chloroplatinic acid). Conditions: temperature 60 celsius. Product: C(CCCCC)[Si](Cl)(Cl)C1CCCCC1 (hexylcyclohexyldichlorosilane). As a reaction SMILES: [CH:1]1([SiH:7]([Cl:9])[Cl:8])[CH2:6][CH2:5][CH2:4][CH2:3][CH2:2]1.[CH2:10]=[CH:11][CH2:12][CH2:13][CH2:14][CH3:15]>[H+].[H+].Cl[Pt-2](Cl)(Cl)(Cl)(Cl)Cl>[CH2:10]([Si:7]([CH:1]1[CH2:6][CH2:5][CH2:4][CH2:3][CH2:2]1)([Cl:9])[Cl:8])[CH2:11][CH2:12][CH2:13][CH2:14][CH3:15] |f:2.3.4|. Procedure: This cyclohexyldichlorosilane in an amount of 139.3 g (0.761 mol), 95.1 g of 1-hexene (1.16 mol) and 0.05 mol % of chloroplatinic acid (relative to cyclohexyldichlorosilane) were reacted by heating in an oil bath at 60° C. for 3 hours with stirring. Thereafter 183.5 g (0.69 mol) of hexylcyclohexyldichlorosilane was obtained by vacuum distillation. The yield relative to cyclohexyldichlorosilane was 90.7% and that relative to dichlorosilane was 83.2%. This hexylcyclohexyldichlorosilane had a boili...